Dataset: the Open Reaction Database (ORD), a public repository of structured organic reaction records. Task: describe an organic reaction: reactants, conditions, products, and yield The yield is 42.6%. Product: COC(=O)C1=C(N=C(O1)C=1C=C(C=CC1)C)C (4-Methyl-2-m-tolyl-oxazole-5-carboxylic acid methyl ester). Conditions: temperature 120 celsius, time 12 hour. The solvent is C(C)(=O)OCC (ethyl acetate). Reactants: ClC(C(=O)OC)C(=O)C (methyl 2-chloroacetoacetate), CC=1C=C(C(=O)N)C=CC1 (3-methyl-benzamide). Reaction SMILES: Cl[CH:2]([C:7]([CH3:9])=O)[C:3]([O:5][CH3:6])=[O:4].[CH3:10][C:11]1[CH:12]=[C:13]([CH:17]=[CH:18][CH:19]=1)[C:14]([NH2:16])=[O:15]>C(OCC)(=O)C>[CH3:6][O:5][C:3]([C:2]1[O:15][C:14]([C:13]2[CH:12]=[C:11]([CH3:10])[CH:19]=[CH:18][CH:17]=2)=[N:16][C:7]=1[CH3:9])=[O:4]. Procedure: Heat to 120° C. a neat mixture of methyl 2-chloroacetoacetate (914 mL, 7.5 mmol) and 3-methyl-benzamide (676 mg, 5 mmol) and stir at this temperature for 12 hrs. Cool the reaction mixture to room temperature and dilute it with ethyl acetate, wash with saturated sodium bicarbonate solution (3 times), water (twice) and brine, Dry the organic extract over MgSO4 and concentrate. Purify the resulting residue by flash chromatography (elute with 10% ethyl acetate in heptane) to give the title compound ... The reactants are BrC(C(=O)OCC)CCC (ethyl 2-bromovalerate), COC1=CC=C(C=C1)S (4-methoxythiophenol). Yields the product C(C)OC(C(CCC)SC1=CC=C(C=C1)OC)=O (2-(4-Methoxy-phenylsulfanyl)-pentanoic acid ethyl ester). As a reaction SMILES: Br[CH:2]([CH2:8][CH2:9][CH3:10])[C:3]([O:5][CH2:6][CH3:7])=[O:4].[CH3:11][O:12][C:13]1[CH:18]=[CH:17][C:16]([SH:19])=[CH:15][CH:14]=1>>[CH2:6]([O:5][C:3](=[O:4])[CH:2]([S:19][C:16]1[CH:17]=[CH:18][C:13]([O:12][CH3:11])=[CH:14][CH:15]=1)[CH2:8][CH2:9][CH3:10])[CH3:7]. Procedure details: 2-(4-Methoxy-phenylsulfanyl)-pentanoic acid ethyl ester was prepared according to the general method as outlined in example 9. Starting from ethyl 2-bromovalerate (8.23 g, 39.3 mmol) and 4-methoxythiophenol (5 g, 35.7 mmol), 10.46 g (100%); clear oil; MS: 269 (M+H)+. Reactants: CN(C)C=O, SC1=Nc2c(Cl)cc(Cl)c3cccc1c23, NCCCn1ccnc1. Yields the product Clc1cc(Cl)c2cccc3c2c1N=C3NCCCn1ccnc1. As a reaction SMILES: [CH3:25][N:26]([CH3:27])[CH:28]=[O:29].[Cl:1][c:2]1[c:3]2[c:4]3[c:5]([cH:13][cH:14][cH:15]2)[C:6]([SH:12])=[N:7][c:8]3[c:9]([Cl:11])[cH:10]1.[n:16]1([CH2:21][CH2:22][CH2:23][NH2:24])[cH:17][n:18][cH:19][cH:20]1>>[Cl:1][c:2]1[c:3]2[c:4]3[c:5]([cH:13][cH:14][cH:15]2)[C:6]([NH:24][CH2:23][CH2:22][CH2:21][n:16]2[cH:17][n:18][cH:19][cH:20]2)=[N:7][c:8]3[c:9]([Cl:11])[cH:10]1. Reactants: N1[C@H](C(=O)O)CCC1 (L-Proline), COC1=CC=C(C=C1)C1(CC1)CC=O ([1-(4-methoxyphenyl)cyclopropyl]acetaldehyde), ClN1C(CCC1=O)=O (N-chlorosuccinimide). The solvent is hexanes, C(Cl)(Cl)Cl (chloroform). Conditions: time 2 hour. Product: ClC(C=O)C1(CC1)C1=CC=C(C=C1)OC (Chloro[1-(4-methoxyphenyl)cyclopropyl]acetaldehyde). Reaction SMILES: N1CCC[C@H]1C(O)=O.[CH3:9][O:10][C:11]1[CH:16]=[CH:15][C:14]([C:17]2([CH2:20][CH:21]=[O:22])[CH2:19][CH2:18]2)=[CH:13][CH:12]=1.[Cl:23]N1C(=O)CCC1=O>C(Cl)(Cl)Cl>[Cl:23][CH:20]([C:17]1([C:14]2[CH:15]=[CH:16][C:11]([O:10][CH3:9])=[CH:12][CH:13]=2)[CH2:19][CH2:18]1)[CH:21]=[O:22]. Procedure: L-Proline (10 mg, 0.1 mmol) was added to a solution of [1-(4-methoxyphenyl)cyclopropyl]acetaldehyde (100 mg, 0.53 mmol) in chloroform (1 mL) at 0° C. followed by addition of N-chlorosuccinimide (84 mg, 0.63 mmol). The reaction mixture was stirred at ambient temperature for 2 h. The mixture was diluted with hexanes and filtered. The filtrate was concentrated under reduced pressure and the residue was purified by flash chromatography eluting with ethyl acetate in hexanes (0-10%) to afford the desi... Starting materials: CC(=O)O[BH-](OC(C)=O)OC(C)=O, CNCCOC, CC(=O)O, CN1CCCC1=O, NS(=O)(=O)c1ccc(Nc2ncc3cccc(C=O)c3n2)cc1, [Na+]. The product is COCCN(C)Cc1cccc2cnc(Nc3ccc(S(N)(=O)=O)cc3)nc12. RXN SMILES: [C:34]([O:35][BH-:36]([O:37][C:38](=[O:39])[CH3:40])[O:41][C:42](=[O:43])[CH3:44])(=[O:45])[CH3:46].[CH3:24][O:25][CH2:26][CH2:27][NH:28][CH3:29].[CH3:30][C:31](=[O:32])[OH:33].[CH3:48][N:49]1[CH2:50][CH2:51][CH2:52][C:53]1=[O:54].[CH:1](=[O:2])[c:3]1[cH:4][cH:5][cH:6][c:7]2[cH:8][n:9][c:10]([NH:13][c:14]3[cH:15][cH:16][c:17]([S:20](=[O:21])(=[O:22])[NH2:23])[cH:18][cH:19]3)[n:11][c:12]12.[Na+:47]>>[CH2:1]([c:3]1[cH:4][cH:5][cH:6][c:7]2[cH:8][n:9][c:10]([NH:13][c:14]3[cH:15][cH:16][c:17]([S:20](=[O:21])(=[O:22])[NH2:23])[cH:18][cH:19]3)[n:11][c:12]12)[N:28]([CH2:27][CH2:26][O:25][CH3:24])[CH3:29]. Reactants: CCOC(C)=O, Clc1cnc2[nH]c(-c3ccc(OCCN4CCOCC4)cc3)nc2c1Cl, NC1CCNC1. The product is NC1CCN(c2c(Cl)cnc3nc(-c4ccc(OCCN5CCOCC5)cc4)[nH]c23)C1. As a reaction SMILES: [CH3:33][CH2:34][O:35][C:36]([CH3:37])=[O:38].[Cl:1][c:2]1[c:3]([Cl:26])[c:4]2[c:5]([n:6][cH:7]1)[nH:8][c:9](-[c:11]1[cH:12][cH:13][c:14]([O:17][CH2:18][CH2:19][N:20]3[CH2:21][CH2:22][O:23][CH2:24][CH2:25]3)[cH:15][cH:16]1)[n:10]2.[NH2:27][CH:28]1[CH2:29][NH:30][CH2:31][CH2:32]1>>[Cl:1][c:2]1[c:3]([N:30]2[CH2:29][CH:28]([NH2:27])[CH2:32][CH2:31]2)[c:4]2[c:5]([n:6][cH:7]1)[n:8][c:9](-[c:11]1[cH:12][cH:13][c:14]([O:17][CH2:18][CH2:19][N:20]3[CH2:21][CH2:22][O:23][CH2:24][CH2:25]3)[cH:15][cH:16]1)[nH:10]2. Reactants: [Na] (sodium), Cl.CC1(CNCC1)CO ((3-methylpyrrolidin-3-yl)methanol hydrochloride), TEA, COC1=CC=C(C=C1)C1=NN=C(O1)C(=O)N1CC(C1)OC1=CC(=C(C=O)C=C1)C (4-(1-(5-(4-Methoxyphenyl)-1,3,4-oxadiazole-2-carbonyl)azetidin-3-yloxy)-2-methylbenzaldehyde), C(=O)(O)[O-].[Na+] (NaHCO3). The solvent is C1CCOC1 (THF), ClCCl (dichloromethane). Run at time 5 minute. Yields the product OCC1(CN(CC1)CC1=C(C=C(OC2CN(C2)C(=O)C=2OC(=NN2)C2=CC=C(C=C2)OC)C=C1)C)C ((3-(4-((3-(hydroxymethyl)-3-methylpyrrolidin-1-yl)methyl)-3-methylphenoxy)azetidin-1-yl)(5-(4-methoxyphenyl)-1,3,4-oxadiazol-2-yl)methanone). Reaction SMILES: Cl.[CH3:2][C:3]1([CH2:8][OH:9])[CH2:7][CH2:6][NH:5][CH2:4]1.[CH3:10][O:11][C:12]1[CH:17]=[CH:16][C:15]([C:18]2[O:22][C:21]([C:23]([N:25]3[CH2:28][CH:27]([O:29][C:30]4[CH:37]=[CH:36][C:33]([CH:34]=O)=[C:32]([CH3:38])[CH:31]=4)[CH2:26]3)=[O:24])=[N:20][N:19]=2)=[CH:14][CH:13]=1.[Na].C([O-])(O)=O.[Na+]>ClCCl.C1COCC1>[OH:9][CH2:8][C:3]1([CH3:2])[CH2:7][CH2:6][N:5]([CH2:34][C:33]2[CH:36]=[CH:37][C:30]([O:29][CH:27]3[CH2:28][N:25]([C:23]([C:21]4[O:22][C:18]([C:15]5[CH:16]=[CH:17][C:12]([O:11][CH3:10])=[CH:13][CH:14]=5)=[N:19][N:20]=4)=[O:24])[CH2:26]3)=[CH:31][C:32]=2[CH3:38])[CH2:4]1 |f:0.1,4.5,^1:38|. Procedure: Intermediate 84A (0.097 g, 0.64 mmol) was dissolved in dichloromethane (6 mL), THF (1 mL) and TEA (0.106 mL, 0.76 mmol). Intermediate 73C (0.120 g, 0.31 mmol) was added and the mixture stirred at RT for 5 min. and then sodium triacetoxyhydroborate (0.129 g, 0.61 mmol) was added. The mixture was stirred at RT for 21 h. Aqueous NaHCO3 (8%, 4 mL) was added and the mixture was filtered through a phase separator, dichloromethane (4 mL) was added and the solvent was removed by evaporation. The product...